describe an organic reaction: reactants, conditions, products, and yield From a dataset of the Open Reaction Database (ORD), a public repository of structured organic reaction records. Reactants: [Al+3], [Cl-], [Cl-], [Cl-], ClCCl, O=C(c1ccc[nH]1)C(Cl)(Cl)Cl, COC(Cl)Cl, C[N+](=O)[O-], O. Product: O=Cc1c[nH]c(C(=O)C(Cl)(Cl)Cl)c1. RXN SMILES: [Al+3:13].[Cl-:12].[Cl-:14].[Cl-:15].[Cl:16][CH2:17][Cl:18].[Cl:1][C:2]([C:3](=[O:4])[c:5]1[nH:6][cH:7][cH:8][cH:9]1)([Cl:10])[Cl:11].[Cl:23][CH:24]([O:25][CH3:27])[Cl:26].[N+:19]([CH3:20])([O-:21])=[O:22].[OH2:28]>>[Cl:1][C:2]([C:3](=[O:4])[c:5]1[nH:6][cH:7][c:8]([CH:24]=[O:25])[cH:9]1)([Cl:10])[Cl:11]. The reactants are N1(CCCCC1)C1=CC=C2C=C(C(OC2=C1)C(F)(F)F)C(=O)OCC (ethyl 7-piperidin-1-yl-2-(trifluoromethyl)-2H-chromene-3-carboxylate), ClCl (Cl2). Product: ClC=1C=C2C=C(C(OC2=CC1N1CCCCC1)C(F)(F)F)C(=O)OCC (ethyl 6-chloro-7-piperidin-1-yl-2-(trifluoromethyl)-2H-chromene-3-carboxylate). Reaction SMILES: [N:1]1([C:7]2[CH:16]=[C:15]3[C:10]([CH:11]=[C:12]([C:21]([O:23][CH2:24][CH3:25])=[O:22])[CH:13]([C:17]([F:20])([F:19])[F:18])[O:14]3)=[CH:9][CH:8]=2)[CH2:6][CH2:5][CH2:4][CH2:3][CH2:2]1.[Cl:26]Cl>>[Cl:26][C:8]1[CH:9]=[C:10]2[C:15](=[CH:16][C:7]=1[N:1]1[CH2:6][CH2:5][CH2:4][CH2:3][CH2:2]1)[O:14][CH:13]([C:17]([F:19])([F:20])[F:18])[C:12]([C:21]([O:23][CH2:24][CH3:25])=[O:22])=[CH:11]2. Procedure: The ester of Example 143 Step 1 (0.38 g, 1.06 mmol) was treated with Cl2 following the method of Example 103 Step 3 to give ethyl 6-chloro-7-piperidin-1-yl-2-(trifluoromethyl)-2H-chromene-3-carboxylate (0.16 g, 0.41 mmol). The product structure was consistent with 1H, 19F and 13C NMR analyses. Reactants: C12C(C3CC(CC(C1)C3)C2)C(=O)OC (methyl tricyclo[3.3.1.13,7]decane-2-carboxylate), C(C)(C)[N-]C(C)C.[Li+] (lithium diisopropylamide), COCCBr (2-bromoethyl methyl ether). Run in O1CCCC1 (tetrahydrofuran). Reaction conditions: time 60 minute. Yields the product COCCC1(C2CC3CC(CC1C3)C2)C(=O)OC (methyl 2-(2-methoxyethyl)tricyclo[3.3.1.13,7]decane-2-carboxylate). As a reaction SMILES: [CH:1]12[CH2:10][CH:5]3[CH2:6][CH:7]([CH2:9][CH:3]([CH2:4]3)[CH:2]1[C:11]([O:13][CH3:14])=[O:12])[CH2:8]2.C([N-]C(C)C)(C)C.[Li+].[CH3:23][O:24][CH2:25][CH2:26]Br>O1CCCC1>[CH3:23][O:24][CH2:25][CH2:26][C:2]1([C:11]([O:13][CH3:14])=[O:12])[CH:1]2[CH2:10][CH:5]3[CH2:6][CH:7]([CH2:9][CH:3]1[CH2:4]3)[CH2:8]2 |f:1.2|. Procedure: To a solution of EXAMPLE 56A (0.314 g) in tetrahydrofuran (5 mL) was added dropwise lithium diisopropylamide (1.401 mL) at −78° C. The reaction mixture was stirred for 60 minutes and 2-bromoethyl methyl ether (0.562 g) was added. The reaction mixture was slowly warmed up to room temperature, stirred at room temperature overnight, quenched with saturated aqueous NH4Cl solution (2 mL), and extracted with ether. The combined organic layer was dried over Na2SO4, filtered, concentrated and purified b... Starting materials: O=N[O-], CC(c1ccc(-c2ccc(N)nc2)cc1)N1CCC(CCCO)(c2ccccc2)OC1=O, [Na+], [Na+], [OH-]. Product: CC(c1ccc(-c2ccc(=O)[nH]c2)cc1)N1CCC(CCCO)(c2ccccc2)OC1=O. As a reaction SMILES: [N:35]([O-:36])=[O:37].[NH2:1][c:2]1[cH:3][cH:4][c:5](-[c:8]2[cH:9][cH:10][c:11]([CH:14]([CH3:15])[N:16]3[C:17](=[O:32])[O:18][C:19]([c:22]4[cH:23][cH:24][cH:25][cH:26][cH:27]4)([CH2:28][CH2:29][CH2:30][OH:31])[CH2:20][CH2:21]3)[cH:12][cH:13]2)[cH:6][n:7]1.[Na+:34].[Na+:38].[OH-:33]>>[c:2]1(=[O:33])[cH:3][cH:4][c:5](-[c:8]2[cH:9][cH:10][c:11]([CH:14]([CH3:15])[N:16]3[C:17](=[O:32])[O:18][C:19]([c:22]4[cH:23][cH:24][cH:25][cH:26][cH:27]4)([CH2:28][CH2:29][CH2:30][OH:31])[CH2:20][CH2:21]3)[cH:12][cH:13]2)[cH:6][nH:7]1. Starting materials: BrC1(C(C1)ON=C(C(=O)OCC)C1(C)OCCO1)F (ethyl 2-(2-bromo-2-fluorocyclopropyloxyimino)-3,3-ethylenedioxybutyrate), C(CCC)[SnH](CCCC)CCCC (tri-n-butyltinhydride), N(=NC(C#N)(C)C)C(C#N)(C)C (2,2'-azobisisobutyronitrile). The solvent is C1=CC=CC=C1 (benzene). Yields the product FC1C(C1)ON=C(C(=O)OCC)C1(C)OCCO1 (ethyl 2-(2-fluorocyclopropyloxyimino)-3,3-ethylenedioxybutyrate). Isolated yield 44.3%. RXN SMILES: Br[C:2]1([F:19])[CH2:4][CH:3]1[O:5][N:6]=[C:7]([C:13]1([O:18][CH2:17][CH2:16][O:15]1)[CH3:14])[C:8]([O:10][CH2:11][CH3:12])=[O:9].C([SnH](CCCC)CCCC)CCC.N(C(C)(C)C#N)=NC(C)(C)C#N>C1C=CC=CC=1>[F:19][CH:2]1[CH2:4][CH:3]1[O:5][N:6]=[C:7]([C:13]1([O:15][CH2:16][CH2:17][O:18]1)[CH3:14])[C:8]([O:10][CH2:11][CH3:12])=[O:9]. Procedure: A solution of ethyl 2-(2-bromo-2-fluorocyclopropyloxyimino)-3,3-ethylenedioxybutyrate (syn isomer)(4 g) and tri-n-butyltinhydride (2.28 ml) in benzene (30 ml) was refluxed under nitrogen atmosphere in the presence of 2,2'-azobisisobutyronitrile (250 mg) for 2 hours. The reaction mixture was concentrated in vacuo. The residue was subjected to column chromatography on silica gel and eluted with benzene. The fractions containing the compound, which had higher Rf-value on TLC [development solvent sy... The reactants are CN1C=NC=C1 (1-methylimidazole), COCCl (chloromethyl methyl ether). Solvent: ClC=C(Cl)Cl (trichloroethylene). Yields the product [Cl-].COCN1C=[N+](C=C1)C (3-(Methoxymethyl)-1-methylimidazolium chloride). The yield is 103.2%. As a reaction SMILES: [CH3:1][N:2]1[CH:6]=[CH:5][N:4]=[CH:3]1.[CH3:7][O:8][CH2:9][Cl:10]>ClC=C(Cl)Cl>[Cl-:10].[CH3:7][O:8][CH2:9][N:4]1[CH:5]=[CH:6][N+:2]([CH3:1])=[CH:3]1 |f:3.4|. Procedure: Into a 500 mL round-bottomed flask equipped with a stir bar, Argon inlet and addition funnel was dissolved 1-methylimidazole (25 g, 0.31 mol) in trichloroethylene (100 mL). With stirring chloromethyl methyl ether (35 g, 0.43 mol) was added slowly dropwise over a 0.5 h period. The mixture warmed and a turbid, two-layer mixture formed upon addition. The mixture was refluxed 2 h, cooled and poured into a separatory funnel. The organic layer was separated, filtered and the solvent was removed under ... The reactants are O=c1c2cccc(Cl)c2nc(CCl)n1-c1ccccc1Cl, [K+], [K+], O=C([O-])[O-], CN(C)C=O, O, Sc1ncnc2nc[nH]c12. Yields the product O=c1c2cccc(Cl)c2nc(CSc2ncnc3[nH]cnc23)n1-c1ccccc1Cl. RXN SMILES: [Cl:1][c:2]1[cH:3][cH:4][cH:5][c:6]2[c:7](=[O:21])[n:8](-[c:14]3[c:15]([Cl:20])[cH:16][cH:17][cH:18][cH:19]3)[c:9]([CH2:12][Cl:13])[n:10][c:11]12.[K+:33].[K+:34].[O-:35][C:36]([O-:37])=[O:38].[O:39]=[CH:40][N:41]([CH3:42])[CH3:43].[OH2:22].[SH:23][c:24]1[c:25]2[nH:26][cH:27][n:28][c:29]2[n:30][cH:31][n:32]1>>[Cl:1][c:2]1[cH:3][cH:4][cH:5][c:6]2[c:7](=[O:21])[n:8](-[c:14]3[c:15]([Cl:20])[cH:16][cH:17][cH:18][cH:19]3)[c:9]([CH2:12][S:23][c:24]3[c:25]4[n:26][cH:27][nH:28][c:29]4[n:30][cH:31][n:32]3)[n:10][c:11]12. Starting materials: COCCl, CN(C)C=O, [H-], [Na+], COC(=O)c1ccc2c(c1)Nc1nccnc1S2. Product: COCN1c2cc(C(=O)OC)ccc2Sc2nccnc21. Reaction SMILES: [CH3:21][O:22][CH2:23][Cl:24].[CH3:25][N:26]([CH3:27])[CH:28]=[O:29].[H-:19].[Na+:20].[n:1]1[cH:2][cH:3][n:4][c:5]2[c:10]1[NH:9][c:8]1[c:7]([cH:14][cH:13][c:12]([C:15](=[O:16])[O:17][CH3:18])[cH:11]1)[S:6]2>>[n:1]1[cH:2][cH:3][n:4][c:5]2[c:10]1[N:9]([CH2:23][O:22][CH3:21])[c:8]1[c:7]([cH:14][cH:13][c:12]([C:15](=[O:16])[O:17][CH3:18])[cH:11]1)[S:6]2.